Dataset: the Open Reaction Database (ORD), a public repository of structured organic reaction records. Task: describe an organic reaction: reactants, conditions, products, and yield The reactants are C(C)OC(CC1CCN(CC1)C(C(C(NC(C1=C(C=C(C=C1)C#N)F)=O)CC)(C)C)=O)=O (ethyl-N-(N-(4-cyano-2-fluorobenzoyl)-βethyl-α,α-dimethyl-β-alanyl)-4-piperidineacetate), CN1CCNCC1 (1-methylpiperazine), amine. Product: C(C)OC(CC1CCN(CC1)C(C(C(NC(C1=C(C=C(C=C1)C(=N)N1CCN(CC1)C)F)=O)CC)(C)C)=O)=O (Ethyl-N-(N-(4-(4-methyl-1-piperazinoimidoyl)-2-fluorobenzoyl)-β-ethyl-α,α-dimethyl-β-alanyl)-4-piperidineacetate). Yield: 28.0%. RXN SMILES: [CH2:1]([O:3][C:4](=[O:32])[CH2:5][CH:6]1[CH2:11][CH2:10][N:9]([C:12](=[O:31])[C:13]([CH3:30])([CH3:29])[CH:14]([CH2:27][CH3:28])[NH:15][C:16](=[O:26])[C:17]2[CH:22]=[CH:21][C:20]([C:23]#[N:24])=[CH:19][C:18]=2[F:25])[CH2:8][CH2:7]1)[CH3:2].[CH3:33][N:34]1[CH2:39][CH2:38][NH:37][CH2:36][CH2:35]1>>[CH2:1]([O:3][C:4](=[O:32])[CH2:5][CH:6]1[CH2:7][CH2:8][N:9]([C:12](=[O:31])[C:13]([CH3:30])([CH3:29])[CH:14]([CH2:27][CH3:28])[NH:15][C:16](=[O:26])[C:17]2[CH:22]=[CH:21][C:20]([C:23]([N:37]3[CH2:38][CH2:39][N:34]([CH3:33])[CH2:35][CH2:36]3)=[NH:24])=[CH:19][C:18]=2[F:25])[CH2:10][CH2:11]1)[CH3:2]. Reported procedure: The same procedure as in Example 45 was performed with ethyl-N-(N-(4-cyano-2-fluorobenzoyl)-βethyl-α,α-dimethyl-β-alanyl)-4-piperidineacetate (1.48 g, 3.3 mmol) by using 1-methylpiperazine (3.7 ml) as an amine to yield the titled compound (514 mg, 28%).